describe an organic reaction: reactants, conditions, products, and yield From a dataset of the Open Reaction Database (ORD), a public repository of structured organic reaction records. Starting materials: ClCC1CN(CCO1)CC1=CC=CC=C1 (2-chloromethyl-4-benzylmorpholine), CN1CCNCC1 (N-methylpiperazine), CN1CCC(=C2C3=CC=CC=C3C=CC4=CC=CC=C42)CC1 (reactin). Product: CN1CCN(CC1)CC1CNCCO1 (2-(4-methyl-1-piperazinylmethyl) morpholine). Reaction SMILES: Cl[CH2:2][CH:3]1[O:8][CH2:7][CH2:6][N:5](CC2C=CC=CC=2)[CH2:4]1.[CH3:16][N:17]1[CH2:22][CH2:21][NH:20][CH2:19][CH2:18]1.CN1CCC(=C2C3C(=CC=CC=3)C=CC3C2=CC=CC=3)CC1>>[CH3:16][N:17]1[CH2:22][CH2:21][N:20]([CH2:2][CH:3]2[O:8][CH2:7][CH2:6][NH:5][CH2:4]2)[CH2:19][CH2:18]1. Procedure details: By the use of 2-chloromethyl-4-benzylmorpholine and N-methylpiperazine, the reactin is similarly carried out as Reference example 2 to give 2-(4-methyl-1-piperazinylmethyl) morpholine.trihydrochloride as white crystals, melting at 210°-212° C. The reactants are [BH3-]C#N, CO, C[O-], CO, CCOC(C)=O, CC(=O)O, Cl, NC1CCN(CCn2c(=O)ccc3ncc(F)cc32)CC1, [Na+], [Na+], O=Cc1cc2c(cn1)OCCC2. Yields the product Cl, O=c1ccc2ncc(F)cc2n1CCN1CCC(NCc2cc3c(cn2)OCCC3)CC1. Reaction SMILES: [C:35]([BH3-:36])#[N:37].[CH3:39][OH:40].[CH3:41][O-:42].[CH3:44][OH:45].[CH3:46][CH2:47][O:48][C:49](=[O:50])[CH3:51].[CH3:52][C:53](=[O:54])[OH:55].[ClH:1].[NH2:2][CH:3]1[CH2:4][CH2:5][N:6]([CH2:9][CH2:10][n:11]2[c:12](=[O:22])[cH:13][cH:14][c:15]3[n:16][cH:17][c:18]([F:21])[cH:19][c:20]23)[CH2:7][CH2:8]1.[Na+:38].[Na+:43].[O:23]1[CH2:24][CH2:25][CH2:26][c:27]2[c:28]1[cH:29][n:30][c:31]([CH:33]=[O:34])[cH:32]2>>[ClH:1].[NH:2]([CH:3]1[CH2:4][CH2:5][N:6]([CH2:9][CH2:10][n:11]2[c:12](=[O:22])[cH:13][cH:14][c:15]3[n:16][cH:17][c:18]([F:21])[cH:19][c:20]23)[CH2:7][CH2:8]1)[CH2:33][c:31]1[n:30][cH:29][c:28]2[c:27]([cH:32]1)[CH2:26][CH2:25][CH2:24][O:23]2.